Dataset: the Open Reaction Database (ORD), a public repository of structured organic reaction records. Task: describe an organic reaction: reactants, conditions, products, and yield Reactants: C(C)[C@@H]1N(CCC1=O)C(=O)OCC1=CC=CC=C1 (benzyl (2S)-2-ethyl-3-oxopyrrolidine-1-carboxylate), [Cl-].[Ce+3].[Cl-].[Cl-] (cerium chloride), C(C)[Mg]Br.C(C)OCC (ethylmagnesium bromide diethyl ether). Product: C(C)[C@@H]1N(CC[C@@]1(O)CC)C(=O)OCC1=CC=CC=C1 (benzyl (2S,3S)-2,3-diethyl-3-hydroxypyrrolidine-1-carboxylate), oil. The yield is 82.0%. Reaction SMILES: [Cl-].[Ce+3].[Cl-].[Cl-].[CH2:5]([Mg]Br)[CH3:6].C(OCC)C.[CH2:14]([C@H:16]1[C:20](=[O:21])[CH2:19][CH2:18][N:17]1[C:22]([O:24][CH2:25][C:26]1[CH:31]=[CH:30][CH:29]=[CH:28][CH:27]=1)=[O:23])[CH3:15]>>[CH2:14]([C@H:16]1[C@@:20]([CH2:5][CH3:6])([OH:21])[CH2:19][CH2:18][N:17]1[C:22]([O:24][CH2:25][C:26]1[CH:31]=[CH:30][CH:29]=[CH:28][CH:27]=1)=[O:23])[CH3:15] |f:0.1.2.3,4.5|. Reported procedure: By an operation in the same manner as in Reference Example 3 and using cerium chloride (8.58 g), 3 mol/L ethylmagnesium bromide—diethyl ether solution (9.6 mL) and benzyl (2S)-2-ethyl-3-oxopyrrolidine-1-carboxylate (2.37 g), the title compound was obtained as colorless oil (yield: 2.19 g, yield: 82%). As a reaction SMILES: C(OC([NH:8][C@@H:9]([CH2:18][C:19]1[CH:24]=[CH:23][C:22]([F:25])=[CH:21][CH:20]=1)[C:10]([N:12]1[CH2:17][CH2:16][O:15][CH2:14][CH2:13]1)=[O:11])=O)(C)(C)C.[ClH:26].O1CCOCC1>>[ClH:26].[NH2:8][C@@H:9]([CH2:18][C:19]1[CH:24]=[CH:23][C:22]([F:25])=[CH:21][CH:20]=1)[C:10]([N:12]1[CH2:17][CH2:16][O:15][CH2:14][CH2:13]1)=[O:11] |f:1.2,3.4|. Conditions: temperature 25 celsius, time 1 hour. Product: Cl.N[C@H](C(=O)N1CCOCC1)CC1=CC=C(C=C1)F ((S)-2-Amino-3-(4-fluoro-phenyl)-1-morpholin-4-yl-propan-1-one hydrochloride). The reactants are C(C)(C)(C)OC(=O)N[C@H](C(=O)N1CCOCC1)CC1=CC=C(C=C1)F ((S)-2-(N-t-Butoxycarbonylamino)-3-(4-fluoro-phenyl)-1-morpholin-4-yl-propan-1-one), Cl.O1CCOCC1 (HCl dioxane), ( 60/40 ). Procedure details: (S)-2-(N-t-Butoxycarbonylamino)-3-(4-fluoro-phenyl)-1-morpholin-4-yl-propan-1-one (3.1 mmol) was dissolved in 4M HCl-dioxane at 0° C. and the resulting suspension stirred at 25° C. for 1 hour. The mixture was concentrated and the residue triturated with ether. Yield, 776 mg, 88%; HPLC (60/40) 2.31 minutes (99%). Reactants: [N+](=O)([O-])C=1C=C(C(=O)Cl)C=CC1 (m-nitrobenzoyl chloride), NC=1SC(=CN1)[N+](=O)[O-] (2-amino-5-nitrothiazole). Solvent: N1=CC=CC=C1 (pyridine). The product is [N+](=O)([O-])C=1C=C(C(=O)NC=2SC(=CN2)[N+](=O)[O-])C=CC1 (3-nitro-N-(5-nitro-2-thiazolyl)benzamide). As a reaction SMILES: [N+:1]([C:4]1[CH:5]=[C:6]([CH:10]=[CH:11][CH:12]=1)[C:7](Cl)=[O:8])([O-:3])=[O:2].[NH2:13][C:14]1[S:15][C:16]([N+:19]([O-:21])=[O:20])=[CH:17][N:18]=1>N1C=CC=CC=1>[N+:1]([C:4]1[CH:5]=[C:6]([CH:10]=[CH:11][CH:12]=1)[C:7]([NH:13][C:14]1[S:15][C:16]([N+:19]([O-:21])=[O:20])=[CH:17][N:18]=1)=[O:8])([O-:3])=[O:2]. Procedure: By following the procedure of the first part of Example 1, but using m-nitrobenzoyl chloride (27.8 g), 2-amino-5-nitrothiazole (21.8 g) and pyridine (100 ml), there was obtained 3-nitro-N-(5-nitro-2-thiazolyl)benzamide, m.pt 200°-201°, after recrystallisation from acetic acid. Reactants: BrC1=C(C=C(C=C1)\C=N\O)C ((E)-N-[(4-bromo-3-methylphenyl)methylidene]hydroxylamine), ClC1=C(C(=CC(=C1)C(=C)C(F)(F)F)Cl)F (1,3-dichloro-2-fluoro-5-(3,3,3-trifluoroprop-1-en-2-yl)benzene), chlorosylsodium. Run in C(Cl)Cl (DCM), ClCCl (dichloromethane). Conditions: time 8 hour. Yields the product BrC1=C(C=C(C=C1)C1=NOC(C1)(C(F)(F)F)C1=CC(=C(C(=C1)Cl)F)Cl)C (3-(4-bromo-3-methylphenyl)-5-(3,5-dichloro-4-fluorophenyl)-5-(trifluoromethyl)-4,5-dihydro-1,2-oxazole). Reaction SMILES: [Br:1][C:2]1[CH:7]=[CH:6][C:5](/[CH:8]=[N:9]/[OH:10])=[CH:4][C:3]=1[CH3:11].[Cl:12][C:13]1[CH:18]=[C:17]([C:19]([C:21]([F:24])([F:23])[F:22])=[CH2:20])[CH:16]=[C:15]([Cl:25])[C:14]=1[F:26].Cl([Na])=O>C(Cl)Cl>[Br:1][C:2]1[CH:7]=[CH:6][C:5]([C:8]2[CH2:20][C:19]([C:17]3[CH:16]=[C:15]([Cl:25])[C:14]([F:26])=[C:13]([Cl:12])[CH:18]=3)([C:21]([F:24])([F:23])[F:22])[O:10][N:9]=2)=[CH:4][C:3]=1[CH3:11]. Procedure details: Into a 50-mL round-bottom flask purged and maintained with an inert atmosphere of nitrogen, was placed dichloromethane (10 mL), (E)-N-[(4-bromo-3-methylphenyl)methylidene]hydroxylamine (50 mg, 0.23 mmol, 1.00 equiv), 1,3-dichloro-2-fluoro-5-(3,3,3-trifluoroprop-1-en-2-yl)benzene (60 mg, 0.23 mmol, 1.00 equiv), chlorosylsodium (5 mL). The resulting solution was stirred overnight at room temperature. The resulting solution was diluted with 50 mL of DCM. The resulting mixture was washed with 3×10 m... Reactants: C(CCCCCC)OC=1C=NC(=NC1)C1=CC=C(C=C1)CCCCCC (5-heptyloxy-2-(4-hexylphenyl)pyrimidine), C(CCCCCC)OC=1C=NC(=NC1)C1=CC=C(C=C1)CCCCCCCCCC.C(CCCCCC)OC=1C=NC(=NC1)C1=CC=C(C=C1)CCCCCCCCC (5-heptyloxy-2-(4-nonylphenyl)pyrimidine 5-heptyloxy-2-(4-decylphenyl)pyrimidine). Product: C(CCCCCC)OC=1C=NC(=NC1)C1=CC=C(C=C1)CCCCC (5-heptyloxy-2-(4-pentylphenyl)pyrimidine). As a reaction SMILES: [CH2:1]([O:8][C:9]1[CH:10]=[N:11][C:12]([C:15]2[CH:20]=[CH:19][C:18]([CH2:21][CH2:22][CH2:23][CH2:24][CH2:25]C)=[CH:17][CH:16]=2)=[N:13][CH:14]=1)[CH2:2][CH2:3][CH2:4][CH2:5][CH2:6][CH3:7].C(OC1C=NC(C2C=CC(CCCCCCCCCC)=CC=2)=NC=1)CCCCCC.C(OC1C=NC(C2C=CC(CCCCCCCCC)=CC=2)=NC=1)CCCCCC>>[CH2:1]([O:8][C:9]1[CH:14]=[N:13][C:12]([C:15]2[CH:20]=[CH:19][C:18]([CH2:21][CH2:22][CH2:23][CH2:24][CH3:25])=[CH:17][CH:16]=2)=[N:11][CH:10]=1)[CH2:2][CH2:3][CH2:4][CH2:5][CH2:6][CH3:7] |f:1.2|. Procedure details: 5-heptyloxy-2-(4-hexylphenyl)pyrimidine ##STR7## 5-heptyloxy-2-(4-heptylphenyl)pyrimidine ##STR8## 5-heptyloxy-2-(4-octylphenyl)pyrimidine ##STR9## 5-heptyloxy-2-(4-nonylphenyl)pyrimidine 5-heptyloxy-2-(4-decylphenyl)pyrimidine Reactants: C[C@@H]1CC[C@H]([C@@H]2[C@H]1CCC(=C2)C)[C@@H](C)C(=O)O (dihydroartemisinic acid), methyl dihydroartemisinate, [N+](=[N-])=C (diazomethane). Solvent: C(C)OCC (diethyl ether). Run at time 10 minute. Product: C[C@@H]1CC[C@H]([C@@H]2[C@H]1CCC(=C2)C)[C@@H](C)C=O (Dihydroartemisinic aldehyde). Yield: 48.0%. As a reaction SMILES: [CH3:1][C@H:2]1[C@@H:7]2[CH2:8][CH2:9][C:10]([CH3:12])=[CH:11][C@@H:6]2[C@H:5]([C@H:13]([C:15](O)=[O:16])[CH3:14])[CH2:4][CH2:3]1.[N+](=C)=[N-]>C(OCC)C>[CH3:1][C@H:2]1[C@@H:7]2[CH2:8][CH2:9][C:10]([CH3:12])=[CH:11][C@@H:6]2[C@H:5]([C@H:13]([CH:15]=[O:16])[CH3:14])[CH2:4][CH2:3]1. Reported procedure: Dihydroartemisinic aldehyde was synthesized from the isolated dihydroartemisinic acid. The acid was converted to methyl dihydroartemisinate with excess diazomethane in diethyl ether at 0° C. for 5 minutes. The ether and diazomethane were removed under a stream of nitrogen and the methyl ester was reduced to (11R)-dihydroartemisinic alcohol with excess 1.5 M diisobutyl aluminum hydride in toluene at room temperature for 10 min under nitrogen. With subsequent extraction, oxidation to the aldehyde ... Starting materials: NC([C@H](CC1=CC=C(C=C1)I)NC(=O)C1(CCOCC1)NC(OC(C)(C)C)=O)=O ((S)-tert-Butyl 4-(1-amino-3-(4-iodophenyl)-1-oxopropan-2-ylcarbamoyl)tetrahydro-2H-pyran-4-ylcarbamate), C(#N)C=1C=C(C=CC1)B(O)O (3-cyanophenylboronic acid), C([O-])([O-])=O.[Na+].[Na+] (sodium carbonate). Run in C(C)#N (acetonitrile). Reaction conditions: temperature 85 celsius, time 25 hour. Product: NC([C@H](CC1=CC=C(C=C1)C1=CC(=CC=C1)C#N)NC(=O)C1(CCOCC1)NC(OC(C)(C)C)=O)=O ((S)-tert-Butyl 4-(1-amino-3-(3′-cyanobiphenyl-4-yl)-1-oxopropan-2-ylcarbamoyl)tetrahydro-2H-pyran-4-ylcarbamate). The yield is 95.2%. As a reaction SMILES: [NH2:1][C:2](=[O:29])[C@@H:3]([NH:12][C:13]([C:15]1([NH:21][C:22](=[O:28])[O:23][C:24]([CH3:27])([CH3:26])[CH3:25])[CH2:20][CH2:19][O:18][CH2:17][CH2:16]1)=[O:14])[CH2:4][C:5]1[CH:10]=[CH:9][C:8](I)=[CH:7][CH:6]=1.[C:30]([C:32]1[CH:33]=[C:34](B(O)O)[CH:35]=[CH:36][CH:37]=1)#[N:31].C(=O)([O-])[O-].[Na+].[Na+]>C(#N)C>[NH2:1][C:2](=[O:29])[C@@H:3]([NH:12][C:13]([C:15]1([NH:21][C:22](=[O:28])[O:23][C:24]([CH3:27])([CH3:26])[CH3:25])[CH2:20][CH2:19][O:18][CH2:17][CH2:16]1)=[O:14])[CH2:4][C:5]1[CH:10]=[CH:9][C:8]([C:36]2[CH:35]=[CH:34][CH:33]=[C:32]([C:30]#[N:31])[CH:37]=2)=[CH:7][CH:6]=1 |f:2.3.4|. Procedure details: (S)-tert-Butyl 4-(1-amino-3-(4-iodophenyl)-1-oxopropan-2-ylcarbamoyl)tetrahydro-2H-pyran-4-ylcarbamate (Example 1, step (iii), 350 mg) in acetonitrile (7 mL) under nitrogen was treated with 3-cyanophenylboronic acid (99 mg) followed by aqueous sodium carbonate (2M, 0.677 mL). Nitrogen was bubbled through and 1,1 bis(di-tert-butylphosphino)ferrocene palladium dichloride (10 mg) was added. The mixture was stirred at 85° C. for 25 h. The solvent was partially evaporated and the solution was purifie...